This data is from the Open Reaction Database (ORD), a public repository of structured organic reaction records. The task is: describe an organic reaction: reactants, conditions, products, and yield Reactants: [N+](=O)([O-])C1=C(C=CC=C1OCC(F)(F)F)C (2-nitro-3-(2,2,2-trifluoroethoxy)toluene). The reagents and catalysts are [Pd].[C] (Pd carbon). The solvent is C(C)O (ethanol). Yields the product CC1=C(N)C(=CC=C1)OCC(F)(F)F (2-methyl-6-(2,2,2-trifluoroethoxy)aniline). Isolated yield 99.5%. As a reaction SMILES: [N+:1]([C:4]1[C:9]([O:10][CH2:11][C:12]([F:15])([F:14])[F:13])=[CH:8][CH:7]=[CH:6][C:5]=1[CH3:16])([O-])=O>[Pd].[C].C(O)C>[CH3:16][C:5]1[CH:6]=[CH:7][CH:8]=[C:9]([O:10][CH2:11][C:12]([F:13])([F:14])[F:15])[C:4]=1[NH2:1] |f:1.2|. Reported procedure: To 60 ml of an ethanol solution containing 10 g (42.6 mmol) of 2-nitro-3-(2,2,2-trifluoroethoxy)toluene, 1 g of 5 wt% Pd-carbon catalyst, and catalytic reduction was performed at atmospheric pressure and room temperature. After performing thin-layer chromatography to confirm that all the starting material had been consumed, the catalyst was filtered off and the filtrate was concentrated to provide 8.7 g of 2-methyl-6-(2,2,2-trifluoroethoxy)aniline as an oil. Reactants: FC1=CC2=C(N=C(S2)N2C(C(=C(C2=O)C)C)O)C=C1 (N-(6-fluoro-2-benzothiazolyl)-3,4-dimethyl-2-hydroxy-5-oxo-2,5-dihydropyrrole), [H-].[Na+] (sodium hydride), C(C)(=O)Cl (acetyl chloride). Solvent: O1CCCC1 (tetrahydrofuran), O1CCCC1 (tetrahydrofuran). Yields the product FC1=CC2=C(N=C(S2)N2C(C(=C(C2OC(C)=O)C)C)=O)C=C1 (N-(6-fluoro-2-benzothiazolyl)-2-oxo-3,4-dimethyl-5-acetyloxy-2,5-dihydropyrrole). The yield is 88.8%. RXN SMILES: [F:1][C:2]1[CH:19]=[CH:18][C:5]2[N:6]=[C:7]([N:9]3[C:13](=[O:14])[C:12]([CH3:15])=[C:11]([CH3:16])[CH:10]3[OH:17])[S:8][C:4]=2[CH:3]=1.[H-].[Na+].[C:22](Cl)(=[O:24])[CH3:23]>O1CCCC1>[F:1][C:2]1[CH:19]=[CH:18][C:5]2[N:6]=[C:7]([N:9]3[CH:10]([O:17][C:22](=[O:24])[CH3:23])[C:11]([CH3:16])=[C:12]([CH3:15])[C:13]3=[O:14])[S:8][C:4]=2[CH:3]=1 |f:1.2|. Procedure details: N-(6-fluoro-2-benzothiazolyl)-3,4-dimethyl-2-hydroxy-5-oxo-2,5-dihydropyrrole (1.39 g) was added to tetrahydrofuran (30 ml) and sodium hydride (0.18 g) at room temperature. The mixture was refluxed for 15 minutes, and then cooled to room temperature. A solution of acetyl chloride (0.79 g) in tetrahydrofuran (10 ml) was added dropwise. After the mixture was refluxed for 3 hours, the solvent was evaporated. The residue was mixed with water, and extracted with chloroform. The chloroform extract was... Starting materials: BrC1=C(C=CC(=C1)C=1C=NC(=CC1)OC)N (2-bromo-4-(6-methoxy-pyridin-3-yl)-phenylamine), CC1(CC=C(CC1)B(O)O)C (4,4-dimethylcyclohexen-1-yl boronic acid), C(=O)([O-])[O-].[Na+].[Na+] (Na2CO3). The reagents and catalysts are C=1C=CC(=CC1)[P](C=2C=CC=CC2)(C=3C=CC=CC3)[Pd]([P](C=4C=CC=CC4)(C=5C=CC=CC5)C=6C=CC=CC6)([P](C=7C=CC=CC7)(C=8C=CC=CC8)C=9C=CC=CC9)[P](C=1C=CC=CC1)(C=1C=CC=CC1)C=1C=CC=CC1 (Pd(PPh3)4). The product is CC1(CC=C(CC1)C1=C(C=CC(=C1)C=1C=NC(=CC1)OC)N)C (2-(4,4-Dimethyl-cyclohex-1-enyl)-4-(6-methoxy-pyridin-3-yl)-phenylamine). RXN SMILES: Br[C:2]1[CH:7]=[C:6]([C:8]2[CH:9]=[N:10][C:11]([O:14][CH3:15])=[CH:12][CH:13]=2)[CH:5]=[CH:4][C:3]=1[NH2:16].[CH3:17][C:18]1([CH3:27])[CH2:23][CH2:22][C:21](B(O)O)=[CH:20][CH2:19]1.C([O-])([O-])=O.[Na+].[Na+]>C1C=CC([P]([Pd]([P](C2C=CC=CC=2)(C2C=CC=CC=2)C2C=CC=CC=2)([P](C2C=CC=CC=2)(C2C=CC=CC=2)C2C=CC=CC=2)[P](C2C=CC=CC=2)(C2C=CC=CC=2)C2C=CC=CC=2)(C2C=CC=CC=2)C2C=CC=CC=2)=CC=1>[CH3:17][C:18]1([CH3:27])[CH2:23][CH2:22][C:21]([C:2]2[CH:7]=[C:6]([C:8]3[CH:9]=[N:10][C:11]([O:14][CH3:15])=[CH:12][CH:13]=3)[CH:5]=[CH:4][C:3]=2[NH2:16])=[CH:20][CH2:19]1 |f:2.3.4,^1:37,39,58,77|. Reported procedure: The title compound was prepared from 2-bromo-4-(6-methoxy-pyridin-3-yl)-phenylamine (as prepared in the previous step, 20 mg, 0.07 mmol), 4,4-dimethylcyclohexen-1-yl boronic acid (14 mg, 0.086 mmol), Pd(PPh3)4 (8.0 mg, 0.007 mmol) and 2M Na2CO3 (0.28 mL, 0.56 mmol) according to the procedure in Example 44, step (b) (16 mg, 76%). Mass spectrum (ESI, m/z): Calcd. for C20H24N2O, 309.1 (M+H), found 309.2. Starting materials: O[C@@H]1CN(C[C@H]1CNC(=O)OCC1=CC=CC=C1)C(=O)OC(C)(C)C ((±)-1,1-dimethylethyl trans-3-hydroxy-4-[({[(phenylmethyl)oxy]carbonyl}amino)methyl]-1-pyrrolidinecarboxylate), C(=O)(C(F)(F)F)O (TFA), CC[NH+](CC)CC.CC[NH+](CC)CC.C(=O)([O-])[O-] (MP-carbonate resin). The solvent is C(Cl)Cl (DCM). Conditions: time 2 hour. Yields the product O[C@H]1[C@@H](CNC1)CNC(OCC1=CC=CC=C1)=O ((±)-phenylmethyl {[trans-4-hydroxy-3-pyrrolidinyl]methyl}carbamate). Reaction SMILES: [OH:1][C@H:2]1[C@H:6]([CH2:7][NH:8][C:9]([O:11][CH2:12][C:13]2[CH:18]=[CH:17][CH:16]=[CH:15][CH:14]=2)=[O:10])[CH2:5][N:4](C(OC(C)(C)C)=O)[CH2:3]1.C(O)(C(F)(F)F)=O.CC[NH+](CC)CC.CC[NH+](CC)CC.C([O-])([O-])=O>C(Cl)Cl>[OH:1][C@@H:2]1[CH2:3][NH:4][CH2:5][C@H:6]1[CH2:7][NH:8][C:9](=[O:10])[O:11][CH2:12][C:13]1[CH:18]=[CH:17][CH:16]=[CH:15][CH:14]=1 |f:2.3.4|. Reported procedure: To a stirred solution of (±)-1,1-dimethylethyl trans-3-hydroxy-4-[({[(phenylmethyl)oxy]carbonyl}amino)methyl]-1-pyrrolidinecarboxylate (4.44 g, 12.7 mmole) in DCM (75 mL) was added TFA (25 mL). After stirring for 2 h, the reaction contents were concentrated under vacuum and the residue dissolved in DCM (150 mL). MP-carbonate resin (18.8 g, 50.8 mmole) was added and the reaction contents were stirred vigorously overnight. The reaction contents were filtered through a scinter-glass funnel and the ... Starting materials: C(C)(=O)O (Acetic acid), C1(=CC=CC=C1)C1=NC(=NC(=N1)C1=CC=CC=C1)C1=C(C=C(C=C1)OCCCCCC)O (2,4-Diphenyl-6-(2-hydroxy-4-hexyloxyphenyl)-s-triazine), N1(CCCCC1)CN1CCCCC1 (dipiperidinomethane), [OH-].[Na+] (sodium hydroxide). Run in C1(=CC(=CC(=C1)C)C)C (mesitylene), C1(=CC=CC=C1)C (Toluene). Reaction conditions: temperature 160 celsius. Yields the product C1(=CC=CC=C1)C1=NC(=NC(=N1)C1=CC=CC=C1)C1=C(C=C(C(=C1)CN1CCCCC1)OCCCCCC)O (2,4-Diphenyl-6-(2-hydroxy-5-piperidinomethyl-4-hexyloxyphenyl)-s-triazine). Isolated yield 29.9%. Reaction SMILES: [C:1]1([C:7]2[N:12]=[C:11]([C:13]3[CH:18]=[CH:17][CH:16]=[CH:15][CH:14]=3)[N:10]=[C:9]([C:19]3[CH:24]=[CH:23][C:22]([O:25][CH2:26][CH2:27][CH2:28][CH2:29][CH2:30][CH3:31])=[CH:21][C:20]=3[OH:32])[N:8]=2)[CH:6]=[CH:5][CH:4]=[CH:3][CH:2]=1.[N:33]1([CH2:39]N2CCCCC2)[CH2:38][CH2:37][CH2:36][CH2:35][CH2:34]1.[OH-].[Na+].C(O)(=O)C>C1(C)C=C(C)C=C(C)C=1.C1(C)C=CC=CC=1>[C:13]1([C:11]2[N:12]=[C:7]([C:1]3[CH:2]=[CH:3][CH:4]=[CH:5][CH:6]=3)[N:8]=[C:9]([C:19]3[CH:24]=[C:23]([CH2:39][N:33]4[CH2:38][CH2:37][CH2:36][CH2:35][CH2:34]4)[C:22]([O:25][CH2:26][CH2:27][CH2:28][CH2:29][CH2:30][CH3:31])=[CH:21][C:20]=3[OH:32])[N:10]=2)[CH:14]=[CH:15][CH:16]=[CH:17][CH:18]=1 |f:2.3|. Procedure details: 2,4-Diphenyl-6-(2-hydroxy-4-hexyloxyphenyl)-s-triazine (42.5 g, 0.1 mol), dipiperidinomethane (17.5 g, 0.096 mol) and sodium hydroxide (0.8 g, 0.02 mol) are dissolved in 42 g of mesitylene. The mixture is heated with agitation at 160° C. for 18 hours. Acetic acid (8.5 g) is then added and the reaction mixture is heated for 30 minutes at 120°-130° C. Toluene (300 ml) is added and the heating is continued till the reaction product dissolves. The reaction mixture is then cooled to room temperature ... The reactants are C(CC(=O)O)(=O)O (malonic acid), Cl (HCl), C(C)OC1=CC=C(C=O)C=C1 (4-ethoxybenzaldehyde), N1CCCCC1 (piperidine). Run in N1=CC=CC=C1 (pyridine), N1=CC=CC=C1 (pyridine). Conditions: temperature 120 celsius, time 4 hour. Product: C(C)OC1=CC=C(C=C1)/C=C/C(=O)O ((E)-3-(4-ethoxyphenyl)acrylic acid). RXN SMILES: [CH2:1]([O:3][C:4]1[CH:11]=[CH:10][C:7]([CH:8]=O)=[CH:6][CH:5]=1)[CH3:2].N1CCCCC1.C(O)(=O)[CH2:19][C:20]([OH:22])=[O:21].Cl>N1C=CC=CC=1>[CH2:1]([O:3][C:4]1[CH:11]=[CH:10][C:7](/[CH:8]=[CH:19]/[C:20]([OH:22])=[O:21])=[CH:6][CH:5]=1)[CH3:2]. Procedure: A solution of 4-ethoxybenzaldehyde (1.00 mL, 7.20 mmol) and piperidine (0.11 mL, 1.08 mmol) in 40 mL of pyridine was heated to 120° C. A solution of malonic acid (1.50 g, 14.40 mmol) in 40 mL of pyridine was added dropwise over 30 min and the reaction solution was stirred at 120° C. for 4 h. After cooling down to 0° C., excess amount of concentrated HCl was added carefully to make ˜pH 1. A white crystalline precipitate formed, and the solid was collected by filtration, washed with 0.1 N HCl aque... The reactants are BrCCCCCCBr, CN(C)C=O, COc1ccc(-c2[nH]c3ccc(OC)cc3c2C)cc1, [H-], [Na+]. The product is COc1ccc(-c2c(C)c3cc(OC)ccc3n2CCCCCCBr)cc1. Reaction SMILES: [Br:23][CH2:24][CH2:25][CH2:26][CH2:27][CH2:28][CH2:29][Br:30].[CH3:31][N:32]([CH3:33])[CH:34]=[O:35].[CH3:3][O:4][c:5]1[cH:6][c:7]2[c:8]([CH3:22])[c:9](-[c:14]3[cH:15][cH:16][c:17]([O:20][CH3:21])[cH:18][cH:19]3)[nH:10][c:11]2[cH:12][cH:13]1.[H-:2].[Na+:1]>>[CH3:3][O:4][c:5]1[cH:6][c:7]2[c:8]([CH3:22])[c:9](-[c:14]3[cH:15][cH:16][c:17]([O:20][CH3:21])[cH:18][cH:19]3)[n:10]([CH2:29][CH2:28][CH2:27][CH2:26][CH2:25][CH2:24][Br:23])[c:11]2[cH:12][cH:13]1. Starting materials: COC1=CC=C(C=C1)C1=C(N=C(O1)C=1SC=CC1)C(=O)OCC (ethyl 5-(4-methoxyphenyl)-2-(thiophen-2-yl)oxazole-4-carboxylate), [OH-].[Li+] (lithium hydroxide), Cl (HCl). Solvent: CO (MeOH), C(Cl)Cl (DCM). Reaction conditions: temperature 50 celsius, time 8 hour. Product: COC1=CC=C(C=C1)C1=C(N=C(O1)C=1SC=CC1)C(=O)O (5-(4-methoxyphenyl)-2-(thiophen-2-yl)oxazole-4-carboxylic acid). Reaction SMILES: [CH3:1][O:2][C:3]1[CH:8]=[CH:7][C:6]([C:9]2[O:13][C:12]([C:14]3[S:15][CH:16]=[CH:17][CH:18]=3)=[N:11][C:10]=2[C:19]([O:21]CC)=[O:20])=[CH:5][CH:4]=1.[OH-].[Li+].Cl>CO.C(Cl)Cl>[CH3:1][O:2][C:3]1[CH:8]=[CH:7][C:6]([C:9]2[O:13][C:12]([C:14]3[S:15][CH:16]=[CH:17][CH:18]=3)=[N:11][C:10]=2[C:19]([OH:21])=[O:20])=[CH:5][CH:4]=1 |f:1.2|. Reported procedure: To a solution of ethyl 5-(4-methoxyphenyl)-2-(thiophen-2-yl)oxazole-4-carboxylate in MeOH (2 mL) and DCM (0.5 mL) was added 1M aqueous lithium hydroxide solution (2 mL, 2 mmol). The reaction mixture was stirred at 50° C. overnight and then 2M aqueous HCl (0.125 mL) was added and the solvent removed in vacuo to afford 5-(4-methoxyphenyl)-2-(thiophen-2-yl)oxazole-4-carboxylic acid which was used without further purification. LCMS (1) Rt: 1.34 min; m/z (ES+) 302. Reactants: hydroxyethyl hemiketal, FC(C(=O)C(F)(F)F)(F)F (hexafluoroacetone), OCC1OC(OC1)=O (glycerol carbonate). Yields the product FC(C1(OCC(O1)CO)C(F)(F)F)(F)F (2,2-bis(trifluoromethyl)-4-hydroxymethyl-1,3-dioxolane). The yield is 66.0%. Reaction SMILES: [F:1][C:2]([F:10])([F:9])[C:3]([C:5]([F:8])([F:7])[F:6])=[O:4].[OH:11][CH2:12][CH:13]1[CH2:17]OC(=O)[O:14]1>>[F:1][C:2]([F:10])([F:9])[C:3]1([C:5]([F:8])([F:7])[F:6])[O:14][CH:13]([CH2:12][OH:11])[CH2:17][O:4]1. Procedure: 8.5 grams of this hydroxyethyl hemiketal of hexafluoroacetone is then reacted with 3 grams of glycerol carbonate at 115°-141° C. for 103 hours. The yield is 66% 2,2-bis(trifluoromethyl)-4-hydroxymethyl-1,3-dioxolane. Starting materials: C(C(=O)C)(=O)O (pyruvic acid), C(CCl)Cl (EDC), C=1C=CC2=C(C1)N=NN2O (HOBt), CCN(C(C)C)C(C)C (DIPEA), C(C)(C)(C)OC(N(C)C(C)C(NC(C(C)(C)C)C(=O)N1C2C(CC1)NCC2COC2=CC(=C(C=C2)F)F)=O)=O ((1-{1-[6-(3,4-Difluoro-phenoxymethyl)-hexahydro-pyrrolo[3,2-b]pyrrole-1-carbonyl]-2,2-dimethyl-propylcarbamoyl}-ethyl)-methyl-carbamic acid tert-butyl ester). Solvent: C(Cl)Cl (DCM), C(Cl)Cl (DCM). Conditions: time 16 hour. Product: C(C)(C)(C)OC(N(C)C(C)C(NC(C(C)(C)C)C(=O)N1C2C(CC1)N(CC2COC2=CC(=C(C=C2)F)F)C(C(C)=O)=O)=O)=O ((1-{1-[6-(3,4-Difluoro-phenoxymethyl)-4-(2-oxo-propionyl)-hexahydro-pyrrolo[3,2-b]pyrrole-1-carbonyl]-2,2-dimethylpropylcarbamoyl}-ethyl)-methyl-carbamic acid tert-butyl ester). Yield: 97.6%. RXN SMILES: [C:1]([O:5][C:6](=[O:39])[N:7]([CH:9]([C:11](=[O:38])[NH:12][CH:13]([C:18]([N:20]1[CH2:24][CH2:23][CH:22]2[NH:25][CH2:26][CH:27]([CH2:28][O:29][C:30]3[CH:35]=[CH:34][C:33]([F:36])=[C:32]([F:37])[CH:31]=3)[CH:21]12)=[O:19])[C:14]([CH3:17])([CH3:16])[CH3:15])[CH3:10])[CH3:8])([CH3:4])([CH3:3])[CH3:2].[C:40](O)(=[O:44])[C:41]([CH3:43])=[O:42].C(Cl)CCl.C1C=CC2N(O)N=NC=2C=1.CCN(C(C)C)C(C)C>C(Cl)Cl>[C:1]([O:5][C:6](=[O:39])[N:7]([CH:9]([C:11](=[O:38])[NH:12][CH:13]([C:18]([N:20]1[CH2:24][CH2:23][CH:22]2[N:25]([C:40](=[O:44])[C:41](=[O:42])[CH3:43])[CH2:26][CH:27]([CH2:28][O:29][C:30]3[CH:35]=[CH:34][C:33]([F:36])=[C:32]([F:37])[CH:31]=3)[CH:21]12)=[O:19])[C:14]([CH3:16])([CH3:17])[CH3:15])[CH3:10])[CH3:8])([CH3:2])([CH3:3])[CH3:4]. Reported procedure: A solution of amine 84 (480 mg, 0.87 mmol) in DCM (8 mL) was cooled to 0° C. and treated with pyruvic acid (0.06 mL, 0.91 mmol), EDC (200 mg, 1.04 mmol), HOBt (141 mg, 1.04 mmol), and DIPEA (0.47 mL, 2.69 mmol). The reaction mixture was allowed to warm to ambient temperature. After 16 h, the reaction mixture was diluted with DCM, washed successively with 1M HCl, saturated aqueous NaHCO3, and brine, dried over anhydrous Na2SO4, filtered and concentrated to afford 87 (529 mg, 97%) as a white foam ...